Dataset: the Open Reaction Database (ORD), a public repository of structured organic reaction records. Task: describe an organic reaction: reactants, conditions, products, and yield Starting materials: ClC=1C=NC(=C(C(=O)NC2(CC2)C2=NC=C(C(=O)OC)C=C2)C1)N1CC(C1)OC1=CC(=CC=C1)F (methyl 6-(1-(5-chloro-2-(3-(3-fluorophenoxy)azetidin-1-yl)nicotinamido)cyclopropyl)nicotinate), 1-4dioxane water, O.[OH-].[Li+] (lithium hydroxide hydrate). Run at temperature 70 celsius. Product: ClC=1C=NC(=C(C(=O)NCC2=NC=C(C(=O)O)C=C2)C1)N1CC(C1)OC1=CC(=CC=C1)F (6-((5-chloro-2-(3-(3-fluorophenoxy)azetidin-1-yl)nicotinamido)methyl)nicotinic acid). Yield: 92.4%. As a reaction SMILES: [Cl:1][C:2]1[CH:3]=[N:4][C:5]([N:24]2[CH2:27][CH:26]([O:28][C:29]3[CH:34]=[CH:33][CH:32]=[C:31]([F:35])[CH:30]=3)[CH2:25]2)=[C:6]([CH:23]=1)[C:7]([NH:9][C:10]1([C:13]2[CH:22]=[CH:21][C:16]([C:17]([O:19]C)=[O:18])=[CH:15][N:14]=2)CC1)=[O:8].O.[OH-].[Li+]>>[Cl:1][C:2]1[CH:3]=[N:4][C:5]([N:24]2[CH2:25][CH:26]([O:28][C:29]3[CH:34]=[CH:33][CH:32]=[C:31]([F:35])[CH:30]=3)[CH2:27]2)=[C:6]([CH:23]=1)[C:7]([NH:9][CH2:10][C:13]1[CH:22]=[CH:21][C:16]([C:17]([OH:19])=[O:18])=[CH:15][N:14]=1)=[O:8] |f:1.2.3|. Reported procedure: To a solution of methyl 6-((5-chloro-2-(3-(3-fluorophenoxy)azetidin-1-yl)nicotinamido)methyl)nicotinate (D159) (22 mg, 0.045 mmol) in a mixture 1-4dioxane/water (1.5 ml/0.5 ml), lithium hydroxide hydrate (2.8 mg, 0.067 mmol) was added. The reaction mixture was heated to 70° C. for 1 h. After solvent evaporation the residue was taken in water (10 ml) and 1M HCl (10 ml) and extracted with ethylacetate (2×20 ml). Collected aorganics after solvent evaporation afforded the title compound (E24) (19 mg...